This data is from the Open Reaction Database (ORD), a public repository of structured organic reaction records. The task is: describe an organic reaction: reactants, conditions, products, and yield Reactants: ClCCl, O=Cc1c(O)cccc1O, NO, [Na+], O=C([O-])O, O, O=S(=O)(O)O. The product is N#Cc1c(O)cccc1O. Reaction SMILES: [CH2:18]([Cl:19])[Cl:20].[CH:1](=[O:2])[c:3]1[c:4]([OH:5])[cH:6][cH:7][cH:8][c:9]1[OH:10].[NH2:16][OH:17].[Na+:25].[O-:21][C:22]([OH:23])=[O:24].[OH2:26].[S:11]([OH:12])([OH:13])(=[O:14])=[O:15]>>[C:1]([c:3]1[c:4]([OH:5])[cH:6][cH:7][cH:8][c:9]1[OH:10])#[N:16]. Reactants: CC1=CC=C(C(=O)NCC(=O)C=2OC=CC2)C=C1 (N-(4-methylbenzoyl)-(2-furylcarbonyl)methylamine), [H-].[Na+] (sodium hydride), BrCC(=O)OCC (ethyl bromoacetate). Yields the product CC1=CC=C(C(=O)NC(CC(=O)OCC)C(=O)C=2OC=CC2)C=C1 (ethyl 3-(4-methylbenzoylamino)-3-(2-furylcarbonyl)propionate). The yield is 85.6%. As a reaction SMILES: [CH3:1][C:2]1[CH:18]=[CH:17][C:5]([C:6]([NH:8][CH2:9][C:10]([C:12]2[O:13][CH:14]=[CH:15][CH:16]=2)=[O:11])=[O:7])=[CH:4][CH:3]=1.[H-].[Na+].Br[CH2:22][C:23]([O:25][CH2:26][CH3:27])=[O:24]>>[CH3:1][C:2]1[CH:3]=[CH:4][C:5]([C:6]([NH:8][CH:9]([C:10]([C:12]2[O:13][CH:14]=[CH:15][CH:16]=2)=[O:11])[CH2:22][C:23]([O:25][CH2:26][CH3:27])=[O:24])=[O:7])=[CH:17][CH:18]=1 |f:1.2|. Reported procedure: 12.0 g of N-(4-methylbenzoyl)-(2-furylcarbonyl)methylamine, 2.3 g of 61% sodium hydride and 9.1 g of ethyl bromoacetate are treated in the same manner as described in Preparation 1-(2). 13.9 g of ethyl 3-(4-methylbenzoylamino)-3-(2-furylcarbonyl)propionate are thereby obtained. Yield: 85.5% Starting materials: aqueous solution, [OH-].[Na+] (sodium hydroxide), [H][H] (hydrogen), BrC1=C(NC(CC(=O)O)C)C=C(C(=C1)F)Cl ((+)-3-(2-bromo-5-chloro-4fluoroanilino)butyric acid), P(=O)(OCC)(OCC)OCC.O=P12OP3(=O)OP(=O)(O1)OP(=O)(O2)O3 (triethyl phosphate phosphorus pentoxide). Reagents/catalysts: [Pd] (palladium). Run in CO (methanol), O (water). Reaction conditions: time 15 minute. Yields the product ClC1=C2C(CC(NC2=CC=C1F)C)=O ((-)-5-chloro 6-fluoro-2-methyl-4-oxo-1,2,3,4-tetrahydroquinoline). The yield is 53.3%. RXN SMILES: Br[C:2]1[CH:14]=[C:13]([F:15])[C:12]([Cl:16])=[CH:11][C:3]=1[NH:4][CH:5]([CH3:10])[CH2:6][C:7]([OH:9])=O.P(OCC)(OCC)(OCC)=O.O=P12OP3(OP(OP(O3)(O1)=O)(=O)O2)=O.[OH-].[Na+].[H][H]>[Pd].CO.O>[Cl:16][C:12]1[C:13]([F:15])=[CH:14][CH:2]=[C:3]2[C:11]=1[C:7](=[O:9])[CH2:6][CH:5]([CH3:10])[NH:4]2 |f:1.2,3.4|. Procedure: 6.0 g of (+)-3-(2-bromo-5-chloro-4fluoroanilino)butyric acid obtained in Example 5 was added to 60 g of a triethyl phosphate-phosphorus pentoxide mixture (in a weight ratio of 3:2). The resulting mixture was stirred at 80°-90° C. for 15 minutes and then cooled to room temperature. After the addition of 600 ml of water, the resulting mixture was stirred and then extracted twice with 150 ml-portions of chloroform. The extract was washed twice with 200 ml-portions of water, dried and then concentra...